This data is from the Open Reaction Database (ORD), a public repository of structured organic reaction records. The task is: describe an organic reaction: reactants, conditions, products, and yield Product: CC(C)C(CO)Nc1nc(Nc2nnc(S(C)=O)[nH]2)ncc1Br. The reactants are CSc1nnc(Nc2ncc(Br)c(NC(CO)C(C)C)n2)[nH]1, CO, [Na+], O=C([O-])O, O, O. RXN SMILES: [Br:1][c:2]1[c:3]([NH:16][CH:17]([CH2:18][OH:19])[CH:20]([CH3:21])[CH3:22])[n:4][c:5]([NH:8][c:9]2[n:10][n:11][c:12]([S:14][CH3:15])[nH:13]2)[n:6][cH:7]1.[CH3:28][OH:29].[Na+:27].[O-:23][C:24]([OH:25])=[O:26].[OH2:30].[OH2:31]>>[Br:1][c:2]1[c:3]([NH:16][CH:17]([CH2:18][OH:19])[CH:20]([CH3:21])[CH3:22])[n:4][c:5]([NH:8][c:9]2[n:10][n:11][c:12]([S:14]([CH3:15])=[O:23])[nH:13]2)[n:6][cH:7]1. Yields the product N1=CN(C2=NC=CC=C21)C2=CC=C(C(=O)OCC)C=C2 (ethyl 4-(imidazo[4,5-b]pyridin-3-yl)benzoate). Reaction SMILES: [NH2:1][C:2]1[C:3]([NH:8][C:9]2[CH:19]=[CH:18][C:12]([C:13]([O:15][CH2:16][CH3:17])=[O:14])=[CH:11][CH:10]=2)=[N:4][CH:5]=[CH:6][CH:7]=1.[CH:20](OCC)(OCC)OCC>>[N:1]1[C:2]2[C:3](=[N:4][CH:5]=[CH:6][CH:7]=2)[N:8]([C:9]2[CH:19]=[CH:18][C:12]([C:13]([O:15][CH2:16][CH3:17])=[O:14])=[CH:11][CH:10]=2)[CH:20]=1. Reactants: NC=1C(=NC=CC1)NC1=CC=C(C(=O)OCC)C=C1 (ethyl 4-(3-aminopyridin-2-ylamino)benzoate), C(OCC)(OCC)OCC (triethyl orthoformate). Procedure details: To phenol (22.92 g) were added 2-chloro-3-nitropyridine (13.22 g) and potassium iodide (0.42 g), and the mixture was stirred at 100° C. for 10 min. Ethyl 4-aminobenzoate (13.2 g) were added, and the mixture was stirred at 100° C.-150° C. for 6 hr. The reaction mixture was poured into ice water, and 4N aqueous sodium hydroxide solution (63 mL) and ethyl acetate (100 mL) were added. The precipitated solid was collected by filtration, and recrystallized from ethanol to give ethyl 4-(3-nitropyridin-... The reactants are N1=CC=CC=C1 (pyridine), ClC1=C(C=C(N)C=C1)C1=NC=CC=C1 (4-Chloro-3-(pyridin-2-yl)aniline), C(#N)C1=CC=C(C(=O)Cl)C=C1 (4-Cyanobenzoyl chloride). Run in C1CCOC1 (THF), ClCCl (dichloromethane), CO (methanol), ClCCl (dichloromethane). Run at temperature 0 celsius, time 1 hour. Product: ClC1=C(C=C(C=C1)NC(C1=CC=C(C=C1)C#N)=O)C1=NC=CC=C1 (N-(4-chloro-3-(pyridin-2-yl)phenyl)-4-cyanobenzamide). The yield is 81.0%. As a reaction SMILES: [Cl:1][C:2]1[CH:8]=[CH:7][C:5]([NH2:6])=[CH:4][C:3]=1[C:9]1[CH:14]=[CH:13][CH:12]=[CH:11][N:10]=1.N1C=CC=CC=1.[C:21]([C:23]1[CH:31]=[CH:30][C:26]([C:27](Cl)=[O:28])=[CH:25][CH:24]=1)#[N:22]>ClCCl.C1COCC1.CO>[Cl:1][C:2]1[CH:8]=[CH:7][C:5]([NH:6][C:27](=[O:28])[C:26]2[CH:30]=[CH:31][C:23]([C:21]#[N:22])=[CH:24][CH:25]=2)=[CH:4][C:3]=1[C:9]1[CH:14]=[CH:13][CH:12]=[CH:11][N:10]=1. Procedure: 4-Chloro-3-(pyridin-2-yl)aniline (687 mg, 3.36 mmol) was dissolved in dichloromethane (8.0 ml) and THF (8.0 ml), treated with pyridine (0.33 ml, 4.0 mmol), and cooled to 0° C. 4-Cyanobenzoyl chloride (612 mg, 3.7 mmol) was added and the reaction was stirred for 1.0 hour. The reaction was diluted with dichloromethane and methanol was added to dissolve all solids. The solution was washed with water once, brine once, dried with MgSO4, and evaporated to an orange solid which was purified by silica g... The reactants are ClC1=C(C=CC(=C1)Cl)C(C(C(F)(F)F)(O)C1=CC(NC=C1)=O)C (4-[2-(2,4-Dichloro-phenyl)-1-hydroxy-1-trifluoromethyl-propyl]-1H-pyridin-2-one), BrCCOC (1-bromo-2-methoxy-ethane). The product is ClC1=C(C=CC(=C1)Cl)C(C(C(F)(F)F)(O)C1=CC(=NC=C1)OCCOC)C (3-(2,4-Dichloro-phenyl)-1,1,1-trifluoro-2-[2-(2-methoxy-ethoxy)-pyridin-4-yl]-butan-2-ol). RXN SMILES: [Cl:1][C:2]1[CH:7]=[C:6]([Cl:8])[CH:5]=[CH:4][C:3]=1[CH:9]([CH3:23])[C:10]([C:16]1[CH:21]=[CH:20][NH:19][C:18](=[O:22])[CH:17]=1)([OH:15])[C:11]([F:14])([F:13])[F:12].Br[CH2:25][CH2:26][O:27][CH3:28]>>[Cl:1][C:2]1[CH:7]=[C:6]([Cl:8])[CH:5]=[CH:4][C:3]=1[CH:9]([CH3:23])[C:10]([C:16]1[CH:21]=[CH:20][N:19]=[C:18]([O:22][CH2:25][CH2:26][O:27][CH3:28])[CH:17]=1)([OH:15])[C:11]([F:14])([F:13])[F:12]. Procedure details: The title compound was prepared in analogy to Example 120 from 4-[2-(2,4-Dichloro-phenyl)-1-hydroxy-1-trifluoromethyl-propyl]-1H-pyridin-2-one (Example 119, 100 mg) and 1-bromo-2-methoxy-ethane (0.031 mL). MS (m/e)=423.1 (MH+). The reactants are CCOC(=O)C=C(c1ccccc1)n1ccc2cc(OCCc3ccc4c(n3)N(C(=O)OC(C)(C)C)CCC4)ccc21, CO, [H][H]. Yields the product CCOC(=O)CC(c1ccccc1)n1ccc2cc(OCCc3ccc4c(n3)N(C(=O)OC(C)(C)C)CCC4)ccc21. As a reaction SMILES: [C:1]([CH3:2])([CH3:3])([CH3:4])[O:5][C:6](=[O:7])[N:8]1[CH2:9][CH2:10][CH2:11][c:12]2[cH:13][cH:14][c:15]([CH2:18][CH2:19][O:20][c:21]3[cH:22][c:23]4[cH:24][cH:25][n:26]([C:30](=[CH:31][C:32](=[O:33])[O:34][CH2:35][CH3:36])[c:37]5[cH:38][cH:39][cH:40][cH:41][cH:42]5)[c:27]4[cH:28][cH:29]3)[n:16][c:17]21.[CH3:45][OH:46].[H:43][H:44]>>[C:1]([CH3:2])([CH3:3])([CH3:4])[O:5][C:6](=[O:7])[N:8]1[CH2:9][CH2:10][CH2:11][c:12]2[cH:13][cH:14][c:15]([CH2:18][CH2:19][O:20][c:21]3[cH:22][c:23]4[cH:24][cH:25][n:26]([CH:30]([CH2:31][C:32](=[O:33])[O:34][CH2:35][CH3:36])[c:37]5[cH:38][cH:39][cH:40][cH:41][cH:42]5)[c:27]4[cH:28][cH:29]3)[n:16][c:17]21. The reactants are SC1=CC=C(C=C1)CC(=O)O (4-mercaptophenylacetic acid), ClC(C1=CC=CC=C1)(C1=CC=CC=C1)C1=CC=CC=C1 (chlorotriphenylmethane). The solvent is ClCCl (dichloromethane). Run at time 2 hour. The product is C1(=CC=CC=C1)C(SC1=CC=C(C=C1)CC(=O)O)(C1=CC=CC=C1)C1=CC=CC=C1 (4-[(triphenylmethyl)thio]-benzeneacetic acid). Yield: 86.9%. RXN SMILES: [SH:1][C:2]1[CH:7]=[CH:6][C:5]([CH2:8][C:9]([OH:11])=[O:10])=[CH:4][CH:3]=1.Cl[C:13]([C:26]1[CH:31]=[CH:30][CH:29]=[CH:28][CH:27]=1)([C:20]1[CH:25]=[CH:24][CH:23]=[CH:22][CH:21]=1)[C:14]1[CH:19]=[CH:18][CH:17]=[CH:16][CH:15]=1>ClCCl>[C:14]1([C:13]([C:20]2[CH:21]=[CH:22][CH:23]=[CH:24][CH:25]=2)([C:26]2[CH:27]=[CH:28][CH:29]=[CH:30][CH:31]=2)[S:1][C:2]2[CH:3]=[CH:4][C:5]([CH2:8][C:9]([OH:11])=[O:10])=[CH:6][CH:7]=2)[CH:15]=[CH:16][CH:17]=[CH:18][CH:19]=1. Reported procedure: 4-mercaptophenylacetic acid (369.6 mg, 2.2 mmol) was added to the solution of chlorotriphenylmethane (557.6 mg, 2 mmol) in 2.0 mL of anhydrous dichloromethane. The solution was stirred for 2 hrs under nitrogen. The reaction was quenched by 1N NaOH (3 mL). The suspension was extracted with 10 mL of ethyl acetate, and the organic phase was washed with brine (5 mL×3) and dried over anhydrous magnesium sulfate. The solvent was removed and residue was purified by flash chromatography on silica gel (e... Reactants: C(C)N(C1=NC(=CC(=N1)C(=O)O)C)CC (2-diethylamino-6-methyl-pyrimidine-4-carboxylic acid), C(C1=CC=CC=C1)OC1=C(C=C(C(=N)NO)C=C1C)CC (4-benzyloxy-3-ethyl-N-hydroxy-5-methyl-benzamidine), C(CCl)Cl (EDC), C=1C=CC2=C(C1)N=NN2O (HOBt). The solvent is O1CCOCC1 (dioxane), CN(C)C=O (DMF), CCOC(=O)C (EtOAc). Reaction conditions: temperature 85 celsius, time 2 hour. Product: C(C1=CC=CC=C1)OC1=C(C=C(C=C1C)C1=NOC(=N1)C1=NC(=NC(=C1)C)N(CC)CC)CC ({4-[3-(4-benzyloxy-3-ethyl-5-methyl-phenyl)-[1,2,4]oxadiazol-5-yl]-6-methyl-pyrimidin-2-yl}-diethyl-amine). Isolated yield 34.8%. Reaction SMILES: [CH2:1]([N:3]([CH2:14][CH3:15])[C:4]1[N:9]=[C:8]([C:10]([OH:12])=O)[CH:7]=[C:6]([CH3:13])[N:5]=1)[CH3:2].[CH2:16]([O:23][C:24]1[C:33]([CH3:34])=[CH:32][C:27]([C:28]([NH:30]O)=[NH:29])=[CH:26][C:25]=1[CH2:35][CH3:36])[C:17]1[CH:22]=[CH:21][CH:20]=[CH:19][CH:18]=1.C(Cl)CCl.C1C=CC2N(O)N=NC=2C=1>CN(C=O)C.CCOC(C)=O.O1CCOCC1>[CH2:16]([O:23][C:24]1[C:33]([CH3:34])=[CH:32][C:27]([C:28]2[N:30]=[C:10]([C:8]3[CH:7]=[C:6]([CH3:13])[N:5]=[C:4]([N:3]([CH2:1][CH3:2])[CH2:14][CH3:15])[N:9]=3)[O:12][N:29]=2)=[CH:26][C:25]=1[CH2:35][CH3:36])[C:17]1[CH:18]=[CH:19][CH:20]=[CH:21][CH:22]=1. Procedure: To a solution of 2-diethylamino-6-methyl-pyrimidine-4-carboxylic acid (5.56 g, 27.0 mmol mmol) and 4-benzyloxy-3-ethyl-N-hydroxy-5-methyl-benzamidine (7.69 g, 27 mmol) in DMF (80 mL), EDC (6.74 g, 35.2 mmol) and HOBt (4.75 g, 35.2 mmol) are added at 0° C. Stirring is continued at rt for 2 h and the reaction mixture is then diluted with EtOAc and washed with sat. aq. NaHCO3. The aq. phase is extracted with EtOAc and the combined org. extracts are dried over MgSO4, filtered and evaporated to give ...